This data is from the Open Reaction Database (ORD), a public repository of structured organic reaction records. The task is: describe an organic reaction: reactants, conditions, products, and yield Reactants: CC(=O)[O-], CCO, [K+], O, CC1(C)CN(C2CC3(C)C(CCC4C3CCC3(C)C(C(=O)COS(C)(=O)=O)CCC43)CC2O)CCO1. Product: CC(=O)OCC(=O)C1CCC2C3CCC4CC(O)C(N5CCOC(C)(C)C5)CC4(C)C3CCC12C. RXN SMILES: [CH3:2][C:3]([O-:4])=[O:5].[CH3:43][CH2:44][OH:45].[K+:1].[OH2:42].[OH:6][CH:7]1[CH2:8][CH:9]2[CH2:10][CH2:11][CH:12]3[CH:13]4[CH2:14][CH2:15][CH:16]([C:17]([CH2:18][O:19][S:20]([CH3:21])(=[O:22])=[O:23])=[O:24])[C:25]4([CH3:41])[CH2:26][CH2:27][CH:28]3[C:29]2([CH3:40])[CH2:30][CH:31]1[N:32]1[CH2:33][C:34]([CH3:38])([CH3:39])[O:35][CH2:36][CH2:37]1>>[CH3:2][C:3]([O:4][CH2:18][C:17]([CH:16]1[CH2:15][CH2:14][CH:13]2[CH:12]3[CH2:11][CH2:10][CH:9]4[CH2:8][CH:7]([OH:6])[CH:31]([N:32]5[CH2:33][C:34]([CH3:38])([CH3:39])[O:35][CH2:36][CH2:37]5)[CH2:30][C:29]4([CH3:40])[CH:28]3[CH2:27][CH2:26][C:25]21[CH3:41])=[O:24])=[O:5]. The reactants are COC(=O)c1cccc2nc(-c3cccc(CBr)c3)oc12, CN(C)CCN, CCO. Yields the product COC(=O)c1cccc2nc(-c3cccc(CNCCN(C)C)c3)oc12. As a reaction SMILES: [Br:1][CH2:2][c:3]1[cH:4][c:5](-[c:9]2[o:10][c:11]3[c:12]([n:13]2)[cH:14][cH:15][cH:16][c:17]3[C:18](=[O:19])[O:20][CH3:21])[cH:6][cH:7][cH:8]1.[CH3:22][N:23]([CH2:24][CH2:25][NH2:26])[CH3:27].[CH3:28][CH2:29][OH:30]>>[CH2:2]([c:3]1[cH:4][c:5](-[c:9]2[o:10][c:11]3[c:12]([n:13]2)[cH:14][cH:15][cH:16][c:17]3[C:18](=[O:19])[O:20][CH3:21])[cH:6][cH:7][cH:8]1)[NH:26][CH2:25][CH2:24][N:23]([CH3:22])[CH3:27]. Starting materials: Nc1ccc(C(F)(F)F)cc1Br, CC(C)(C)OC(=O)N1CC=C(B2OC(C)(C)C(C)(C)O2)CC1, C1COCCO1. Product: CC(C)(C)OC(=O)N1CCC(c2cc(C(F)(F)F)ccc2N)CC1. Reaction SMILES: [Br:1][c:2]1[c:3]([NH2:4])[cH:5][cH:6][c:7]([C:9]([F:10])([F:11])[F:12])[cH:8]1.[C:13]([CH3:14])([CH3:15])([CH3:16])[O:17][C:18](=[O:19])[N:20]1[CH2:21][CH2:22][C:23]([B:26]2[O:27][C:28]([CH3:29])([CH3:30])[C:31]([CH3:32])([CH3:33])[O:34]2)=[CH:24][CH2:25]1.[CH2:35]1[O:36][CH2:37][CH2:38][O:39][CH2:40]1>>[c:2]1([CH:23]2[CH2:22][CH2:21][N:20]([C:18]([O:17][C:13]([CH3:14])([CH3:15])[CH3:16])=[O:19])[CH2:25][CH2:24]2)[c:3]([NH2:4])[cH:5][cH:6][c:7]([C:9]([F:10])([F:11])[F:12])[cH:8]1. Starting materials: O=C([O-])[O-], COS(=O)(=O)OC, CS(=O)c1n[nH]c2ccccc2c1=O, [K+], [K+], [Na+], [OH-]. The product is Cn1nc(S(C)=O)c(=O)c2ccccc21. RXN SMILES: [C:22](=[O:23])([O-:24])[O-:25].[CH3:1][O:2][S:3]([O:4][CH3:5])(=[O:6])=[O:7].[CH3:8][S:9](=[O:10])[c:11]1[n:12][nH:13][c:14]2[cH:15][cH:16][cH:17][cH:18][c:19]2[c:20]1=[O:21].[K+:26].[K+:27].[Na+:29].[OH-:28]>>[CH3:1][n:13]1[n:12][c:11]([S:9]([CH3:8])=[O:10])[c:20](=[O:21])[c:19]2[c:14]1[cH:15][cH:16][cH:17][cH:18]2. Product: NC1CCC(Nc2ncc(Cl)c(-c3cccc(F)n3)n2)CC1. The reactants are CS(C)=O, NC1CCC(N)CC1, Fc1cccc(-c2nc(Cl)ncc2Cl)n1. RXN SMILES: [CH3:24][S:25]([CH3:26])=[O:27].[CH:16]1([NH2:23])[CH2:17][CH2:18][CH:19]([NH2:22])[CH2:20][CH2:21]1.[Cl:1][c:2]1[n:3][cH:4][c:5]([Cl:15])[c:6](-[c:8]2[n:9][c:10]([F:14])[cH:11][cH:12][cH:13]2)[n:7]1>>[c:2]1([NH:22][CH:19]2[CH2:18][CH2:17][CH:16]([NH2:23])[CH2:21][CH2:20]2)[n:3][cH:4][c:5]([Cl:15])[c:6](-[c:8]2[n:9][c:10]([F:14])[cH:11][cH:12][cH:13]2)[n:7]1. Reactants: C(C)B(C=1C=NC=CC1)CC (diethyl(3-pyridyl)borane), FC(S(=O)(=O)OC=1[C@]2(C)[C@@H](CC1)[C@@H]1CCC=3C=C(C=CC3[C@H]1CC2)OC(C)=O)(F)F (3-acetoxyestra-1,3,5[10],16-tetraen-17-yl trifluoromethanesulphonate), C([O-])([O-])=O.[Na+].[Na+] (sodium carbonate). The reagents and catalysts are Cl[Pd]([P](C1=CC=CC=C1)(C2=CC=CC=C2)C3=CC=CC=C3)([P](C4=CC=CC=C4)(C5=CC=CC=C5)C6=CC=CC=C6)Cl (bis(triphenylphosphine)palladium(II) chloride). The solvent is C1CCOC1 (THF). Yields the product C(C)(=O)OC1=CC=2CC[C@H]3[C@@H]4CC=C([C@@]4(C)CC[C@@H]3C2C=C1)C=1C=NC=CC1 (3-Acetoxy-17-(3-pyridyl)estra-1,3,5[10],16-tetraene). Reaction SMILES: C(B(CC)[C:4]1[CH:5]=[N:6][CH:7]=[CH:8][CH:9]=1)C.FC(F)(F)S(O[C:18]1[C@:19]2([CH2:35][CH2:34][C@H:33]3[C@@H:24]([CH2:25][CH2:26][C:27]4[CH:28]=[C:29]([O:36][C:37](=[O:39])[CH3:38])[CH:30]=[CH:31][C:32]=43)[C@@H:21]2[CH2:22][CH:23]=1)[CH3:20])(=O)=O.C(=O)([O-])[O-].[Na+].[Na+]>Cl[Pd](Cl)([P](C1C=CC=CC=1)(C1C=CC=CC=1)C1C=CC=CC=1)[P](C1C=CC=CC=1)(C1C=CC=CC=1)C1C=CC=CC=1.C1COCC1>[C:37]([O:36][C:29]1[CH:30]=[CH:31][C:32]2[C@@H:33]3[C@H:24]([C@H:21]4[C@@:19]([CH2:35][CH2:34]3)([CH3:20])[C:18]([C:4]3[CH:5]=[N:6][CH:7]=[CH:8][CH:9]=3)=[CH:23][CH2:22]4)[CH2:25][CH2:26][C:27]=2[CH:28]=1)(=[O:39])[CH3:38] |f:2.3.4,^1:50,69|. Procedure: The method followed that described in Example 1(b), but using diethyl(3-pyridyl)borane (1.65 g, 11.2 mmol), 3-acetoxyestra-1,3,5[10],16-tetraen-17-yl trifluoromethanesulphonate (3.56 g, 8.0 mmol), THF (40 ml), bis(triphenylphosphine)palladium(II) chloride (56 mg, 0.08 mmol), and aqueous sodium carbonate (2M, 15 ml).